Dataset: the Open Reaction Database (ORD), a public repository of structured organic reaction records. Task: describe an organic reaction: reactants, conditions, products, and yield The reactants are ClC1=NC=CC(=N1)SC=1C=C(C=CC1)NC(C=C)=O (N-(3-(2-chloropyrimidin-4-ylthio)phenyl)acrylamide), COC=1C=C(N)C=C(C1OC)OC (3,4,5-trimethoxyaniline). Product: COC=1C=C(C=C(C1OC)OC)NC1=NC=CC(=N1)SC=1C=C(C=CC1)NC(C=C)=O (N-(3-(2-(3,4,5-trimethoxyphenylamino)pyrimidin-4-ylthio)phenyl)acrylamide). Yield: 13.4%. As a reaction SMILES: Cl[C:2]1[N:7]=[C:6]([S:8][C:9]2[CH:10]=[C:11]([NH:15][C:16](=[O:19])[CH:17]=[CH2:18])[CH:12]=[CH:13][CH:14]=2)[CH:5]=[CH:4][N:3]=1.[CH3:20][O:21][C:22]1[CH:23]=[C:24]([CH:26]=[C:27]([O:31][CH3:32])[C:28]=1[O:29][CH3:30])[NH2:25]>>[CH3:32][O:31][C:27]1[CH:26]=[C:24]([NH:25][C:2]2[N:7]=[C:6]([S:8][C:9]3[CH:10]=[C:11]([NH:15][C:16](=[O:19])[CH:17]=[CH2:18])[CH:12]=[CH:13][CH:14]=3)[CH:5]=[CH:4][N:3]=2)[CH:23]=[C:22]([O:21][CH3:20])[C:28]=1[O:29][CH3:30]. Procedure: In a procedure analogous to Example 8, reaction of N-(3-(2-chloropyrimidin-4-ylthio)phenyl)acrylamide (100 mg, 0.34 mmol) and 3,4,5-trimethoxyaniline (75 mg, 0.41 mmol) furnished the product (20 mg, 14%).